From a dataset of the Open Reaction Database (ORD), a public repository of structured organic reaction records. describe an organic reaction: reactants, conditions, products, and yield Starting materials: CC1(C2=C3C(C(C=4C=5N3C=3C1=CC=CC3C(C5C=CC4)(C)C)(C)C)=CC=C2)C (4,4,8,8,12,12-hexamethyl-8,12-dihydro-4H-benzo[1,9]quinolizino[3,4,5,6,7-defg]acridine), BrN1C(CCC1=O)=O (N-bromosuccinimide). Run in C(Cl)(Cl)Cl (CHCl3). Conditions: time 8 hour. Product: BrC1=CC=2C(C=3C=CC=C4C3N3C2C(=C1)C(C1=C3C(C4(C)C)=CC=C1)(C)C)(C)C (2-bromo-4,4,8,8,12,12-hexamethyl-8,12-dihydro-4H-benzo[1,9]quinolizino[3,4,5,6,7-defg]acridine). Isolated yield 92.1%. As a reaction SMILES: [CH3:1][C:2]1([CH3:28])[C:11]2=[CH:12][CH:13]=[CH:14][C:15]3[C:16]([CH3:22])([CH3:21])[C:17]4[CH:18]=[CH:19][CH:20]=[C:7]5[C:8]=4[N:9]([C:10]=32)[C:4]2[C:5](=[CH:25][CH:26]=[CH:27][C:3]1=2)[C:6]5([CH3:24])[CH3:23].[Br:29]N1C(=O)CCC1=O>C(Cl)(Cl)Cl>[Br:29][C:19]1[CH:20]=[C:7]2[C:6]([CH3:24])([CH3:23])[C:5]3[CH:25]=[CH:26][CH:27]=[C:3]4[C:2]([CH3:28])([CH3:1])[C:11]5[C:10]6[N:9]([C:4]=34)[C:8]2=[C:17]([C:16]([CH3:21])([CH3:22])[C:15]=6[CH:14]=[CH:13][CH:12]=5)[CH:18]=1. Procedure: To a solution of 4,4,8,8,12,12-hexamethyl-8,12-dihydro-4H-benzo[1,9]quinolizino[3,4,5,6,7-defg]acridine (5 g, 13.68 mmol) in CHCl3 (133 mL) at 0° C. was added N-bromosuccinimide (2.44 g, 13.68 mmol) over a period of 20 min. While warming up to room temperature, the resulting solution was stirred in the absence of light overnight. The reaction was quenched with a saturated aqueous solution of Na2S2O3. The resulting mixture was extracted with CH2Cl2 (3×) and the combined organic fractions were dri...